The task is: describe an organic reaction: reactants, conditions, products, and yield. This data is from the Open Reaction Database (ORD), a public repository of structured organic reaction records. Starting materials: Cc1cc([N+](=O)[O-])c(NC(=O)OC(C)(C)C)cc1Cl, CNC, CS(C)=O. Yields the product Cc1cc([N+](=O)[O-])c(NC(=O)OC(C)(C)C)cc1N(C)C. As a reaction SMILES: [C:1]([CH3:2])([CH3:3])([CH3:4])[O:5][C:6]([NH:7][c:8]1[c:9]([N+:16](=[O:17])[O-:18])[cH:10][c:11]([CH3:15])[c:12]([Cl:14])[cH:13]1)=[O:19].[CH3:20][NH:21][CH3:22].[CH3:23][S:24]([CH3:25])=[O:26]>>[C:1]([CH3:2])([CH3:3])([CH3:4])[O:5][C:6]([NH:7][c:8]1[c:9]([N+:16](=[O:17])[O-:18])[cH:10][c:11]([CH3:15])[c:12]([N:21]([CH3:20])[CH3:22])[cH:13]1)=[O:19]. Starting materials: Nc1cccc(Br)c1, CCOC(=O)C1CCc2c(sc3ncnc(Cl)c23)C1, CCO, Cl. Product: CCOC(=O)C1CCc2c(sc3ncnc(Nc4cccc(Br)c4)c23)C1. RXN SMILES: [Br:20][c:21]1[cH:22][c:23]([NH2:24])[cH:25][cH:26][cH:27]1.[CH2:1]([CH3:2])[O:3][C:4](=[O:5])[CH:6]1[CH2:7][c:8]2[c:9]([c:10]3[c:11]([n:12][cH:13][n:14][c:15]3[Cl:16])[s:17]2)[CH2:18][CH2:19]1.[CH3:29][CH2:30][OH:31].[ClH:28]>>[CH2:1]([CH3:2])[O:3][C:4](=[O:5])[CH:6]1[CH2:7][c:8]2[c:9]([c:10]3[c:11]([n:12][cH:13][n:14][c:15]3[NH:24][c:23]3[cH:22][c:21]([Br:20])[cH:27][cH:26][cH:25]3)[s:17]2)[CH2:18][CH2:19]1.